From a dataset of the Open Reaction Database (ORD), a public repository of structured organic reaction records. describe an organic reaction: reactants, conditions, products, and yield Reactants: CNCCOC, COc1cnc(N2CCOCC2)c2sc(NC(=O)c3ccc(CCl)cc3)nc12. Yields the product COCCN(C)Cc1ccc(C(=O)Nc2nc3c(OC)cnc(N4CCOCC4)c3s2)cc1. RXN SMILES: [CH3:29][O:30][CH2:31][CH2:32][NH:33][CH3:34].[Cl:1][CH2:2][c:3]1[cH:4][cH:5][c:6]([C:7](=[O:8])[NH:9][c:10]2[s:11][c:12]3[c:13]([N:21]4[CH2:22][CH2:23][O:24][CH2:25][CH2:26]4)[n:14][cH:15][c:16]([O:19][CH3:20])[c:17]3[n:18]2)[cH:27][cH:28]1>>[CH2:2]([c:3]1[cH:4][cH:5][c:6]([C:7](=[O:8])[NH:9][c:10]2[s:11][c:12]3[c:13]([N:21]4[CH2:22][CH2:23][O:24][CH2:25][CH2:26]4)[n:14][cH:15][c:16]([O:19][CH3:20])[c:17]3[n:18]2)[cH:27][cH:28]1)[N:33]([CH2:32][CH2:31][O:30][CH3:29])[CH3:34]. The reactants are O=C1CCC(=O)N1Br, COc1cc(C)ccc1OCc1ccccc1, CN(C)C=O, O. The product is COc1cc(C)c(Br)cc1OCc1ccccc1. RXN SMILES: [Br:18][N:19]1[C:20](=[O:21])[CH2:22][CH2:23][C:24]1=[O:25].[CH2:1]([c:2]1[cH:3][cH:4][cH:5][cH:6][cH:7]1)[O:8][c:9]1[c:10]([O:16][CH3:17])[cH:11][c:12]([CH3:15])[cH:13][cH:14]1.[CH3:27][N:28]([CH3:29])[CH:30]=[O:31].[OH2:26]>>[CH2:1]([c:2]1[cH:3][cH:4][cH:5][cH:6][cH:7]1)[O:8][c:9]1[c:10]([O:16][CH3:17])[cH:11][c:12]([CH3:15])[c:13]([Br:18])[cH:14]1. The reactants are CN(C=CC(=O)C1=CC=CC=C1)C (3-dimethylaminoacrylophenone), NC1=NNC=C1 (3-aminopyrazole). Solvent: C(C)(=O)O (acetic acid). The product is C1(=CC=CC=C1)C1=CC=NC=2N1N=CC2 (7-Phenylpyrazolo[1,5-a]pyrimidine). As a reaction SMILES: C[N:2]([CH3:13])[CH:3]=[CH:4][C:5]([C:7]1[CH:12]=[CH:11][CH:10]=[CH:9][CH:8]=1)=O.N[C:15]1[CH:19]=C[NH:17][N:16]=1>C(O)(=O)C>[C:7]1([C:5]2[N:17]3[N:16]=[CH:15][CH:19]=[C:13]3[N:2]=[CH:3][CH:4]=2)[CH:8]=[CH:9][CH:10]=[CH:11][CH:12]=1. Procedure: A reaction mixture of 5.25 g. of 3-dimethylaminoacrylophenone [von H. Meerwein et al., Annalen der Chemie, Band 641, 1-39, (1961)] and 2.50 g. of 3-aminopyrazole in 25 ml. of glacial acetic acid is refluxed for 3.5 hours, cooled overnight and evaporated to a thick yellow oil. This oil is dissolved in methylene chloride, washed with a saturated aqueous solution of sodium bicarbonate, dried over sodium sulfate and then passed through a sintered glass funnel or a chromatographic column packed in va... Reactants: C(C)(C)(C)OC(NC1CCC(CC1)=O)=O ((4-oxo-cyclohexyl)-carbamic acid tert-butyl ester), 1b, [BH-](OC(=O)C)(OC(=O)C)OC(=O)C.[Na+] (NaBH(OAc)3), CC(=O)O (HOAc), C(C)(C)OC1=C(C=CC=C1)C1CCNCC1 (4-(2-isopropoxy-phenyl)-piperidine), 1a. Run in C(Cl)Cl (CH2Cl2). Conditions: time 2 day. Product: C(C)(C)(C)OC(NC1CCC(CC1)N1CCC(CC1)C1=C(C=CC=C1)OC(C)C)=O ({4-[4-(2-isopropoxy-phenyl)-piperidin-1-yl]-cyclohexyl}-carbamic acid tert-butyl ester), 1c. Isolated yield 48.0%. RXN SMILES: [C:1]([O:5][C:6](=[O:15])[NH:7][CH:8]1[CH2:13][CH2:12][C:11](=O)[CH2:10][CH2:9]1)([CH3:4])([CH3:3])[CH3:2].[BH-](OC(C)=O)(OC(C)=O)OC(C)=O.[Na+].CC(O)=O.[CH:34]([O:37][C:38]1[CH:43]=[CH:42][CH:41]=[CH:40][C:39]=1[CH:44]1[CH2:49][CH2:48][NH:47][CH2:46][CH2:45]1)([CH3:36])[CH3:35]>C(Cl)Cl>[C:1]([O:5][C:6](=[O:15])[NH:7][CH:8]1[CH2:13][CH2:12][CH:11]([N:47]2[CH2:48][CH2:49][CH:44]([C:39]3[CH:40]=[CH:41][CH:42]=[CH:43][C:38]=3[O:37][CH:34]([CH3:36])[CH3:35])[CH2:45][CH2:46]2)[CH2:10][CH2:9]1)([CH3:4])([CH3:3])[CH3:2] |f:1.2|. Procedure: A (4-oxo-cyclohexyl)-carbamic acid tert-butyl ester Compound 1b (1.54 g, 7.21 mmol), NaBH(OAc)3 (64.45 g, 21.0 mmol) and HOAc (0.3 mL) were added to a solution of 4-(2-isopropoxy-phenyl)-piperidine Compound 1a (1.32 g, 6.01 mmol) in CH2Cl2 (100 mL). The mixture was stirred under N2 for two days, then the reaction was quenched with MeOH. The mixture was evaporated and the resulting residue was redissolved with CH2Cl2, washed using 10% aqueous Na2CO3 and brine, then dried (Na2SO4). The crude produ... The reactants are C1(=CC=CC=C1)OC1=CC=CC=C1 (Diphenyl ether), COC1=CC=C(CN2N=CC=C2NC=C(C(=O)OCC)C(=O)OCC)C=C1 (diethyl ({[1-(4-methoxybenzyl)-1H-pyrazol-5-yl]amino}methylidene)propanedioate). The solvent is C(C)O (ethanol). Reaction conditions: temperature 45 celsius. The product is OC1=C2C(=NC=C1C(=O)OCC)N(N=C2)CC2=CC=C(C=C2)OC (ethyl 4-hydroxy-1-(4-methoxybenzyl)-1H-pyrazolo[3,4-b]pyridine-5-carboxylate). As a reaction SMILES: C1(OC2C=CC=CC=2)C=CC=CC=1.[CH3:14][O:15][C:16]1[CH:40]=[CH:39][C:19]([CH2:20][N:21]2[C:25]([NH:26][CH:27]=[C:28]([C:34]([O:36][CH2:37][CH3:38])=[O:35])[C:29](OCC)=[O:30])=[CH:24][CH:23]=[N:22]2)=[CH:18][CH:17]=1>C(O)C>[OH:30][C:29]1[C:28]([C:34]([O:36][CH2:37][CH3:38])=[O:35])=[CH:27][N:26]=[C:25]2[N:21]([CH2:20][C:19]3[CH:39]=[CH:40][C:16]([O:15][CH3:14])=[CH:17][CH:18]=3)[N:22]=[CH:23][C:24]=12. Reported procedure: Diphenyl ether (180 ml) was heated to about 230° C. (Internal temperature 200-210° C.) under inert atmosphere in a round bottom flask fitted with distillation set and a solution of diethyl ({[1-(4-methoxybenzyl)-1H-pyrazol-5-yl]amino}methylidene)propanedioate (85 gm, 0.227 mol) (example 2) in absolute ethanol (130 ml) was added dropwise. The reaction mixture was heated for about 2 hours. Volatile solubles were distilled out. The mixture was cooled to 45° C. and methanol (150 ml) was added dropwi... Reactants: CCCCCCCCC1(C(=O)O)SCCCS1, CCCCCCCCBr, CSc1ccc2ncccc2c1N, O=C(O)C1SCCCS1. Yields the product CCCCCCCCC1(C(=O)Nc2c(SC)ccc3ncccc23)SCCCS1. Reaction SMILES: [CH2:14]([CH2:15][CH2:16][CH2:17][CH2:18][CH2:19][CH2:20][CH3:21])[C:22]1([C:28](=[O:29])[OH:30])[S:23][CH2:24][CH2:25][CH2:26][S:27]1.[CH2:40]([Br:41])[CH2:42][CH2:43][CH2:44][CH2:45][CH2:46][CH2:47][CH3:48].[NH2:1][c:2]1[c:3]2[cH:4][cH:5][cH:6][n:7][c:8]2[cH:9][cH:10][c:11]1[S:12][CH3:13].[S:31]1[CH2:32][CH2:33][CH2:34][S:35][CH:36]1[C:37]([OH:38])=[O:39]>>[NH:1]([c:2]1[c:3]2[cH:4][cH:5][cH:6][n:7][c:8]2[cH:9][cH:10][c:11]1[S:12][CH3:13])[C:28]([C:22]1([CH2:14][CH2:15][CH2:16][CH2:17][CH2:18][CH2:19][CH2:20][CH3:21])[S:23][CH2:24][CH2:25][CH2:26][S:27]1)=[O:29]. Reactants: C(C1=CC=CC=C1)C1CN(CCN1)C1=CC=C2C(=NN(C2=C1)C1CCC1)CC (6-(3-benzyl-piperazin-1-yl)-1-cyclobutyl-3-ethyl-1H-indazole), C(C)OC(CC1=NN=CN1)=O ((4H-[1,2,4]triazol-3-yl)-acetic acid ethyl ester). Product: C(C1=CC=CC=C1)[C@@H]1N(CCN(C1)C1=CC=C2C(=NN(C2=C1)C1CCC1)CC)C(CC1=NN=CN1)=O ((S)-1-(2-benzyl-4-(1-cyclobutyl-3-ethyl-1H-indazol-6-yl)piperazin-1-yl)-2-(4H-1,2,4-triazol-3-yl)ethanone). Isolated yield 27.0%. As a reaction SMILES: [CH2:1]([CH:8]1[NH:13][CH2:12][CH2:11][N:10]([C:14]2[CH:22]=[C:21]3[C:17]([C:18]([CH2:27][CH3:28])=[N:19][N:20]3[CH:23]3[CH2:26][CH2:25][CH2:24]3)=[CH:16][CH:15]=2)[CH2:9]1)[C:2]1[CH:7]=[CH:6][CH:5]=[CH:4][CH:3]=1.C([O:31][C:32](=O)[CH2:33][C:34]1[NH:38][CH:37]=[N:36][N:35]=1)C>>[CH2:1]([C@H:8]1[CH2:9][N:10]([C:14]2[CH:22]=[C:21]3[C:17]([C:18]([CH2:27][CH3:28])=[N:19][N:20]3[CH:23]3[CH2:24][CH2:25][CH2:26]3)=[CH:16][CH:15]=2)[CH2:11][CH2:12][N:13]1[C:32](=[O:31])[CH2:33][C:34]1[NH:38][CH:37]=[N:36][N:35]=1)[C:2]1[CH:3]=[CH:4][CH:5]=[CH:6][CH:7]=1. Procedure: Prepared using the same procedure described in Example 275 from 6-(3-benzyl-piperazin-1-yl)-1-cyclobutyl-3-ethyl-1H-indazole and (4H-[1,2,4]triazol-3-yl)-acetic acid ethyl ester with heating for 5 days to afford the title compound as a colorless solid (72 mg, 27%). LC/MS (Method B) 3.52 min, [M+1]+ 484.